From a dataset of the Open Reaction Database (ORD), a public repository of structured organic reaction records. describe an organic reaction: reactants, conditions, products, and yield The reactants are [BH4-], CCC(CC(=O)NC(=O)OCc1ccccc1)Nc1ccc(C(F)(F)F)cc1, ClCCl, CCO, Cl, [Mg], [Na+], O, O=C(O)CC(O)(CC(=O)O)C(=O)O. Product: CCC1CC(NC(=O)OCc2ccccc2)c2cc(C(F)(F)F)ccc2N1. As a reaction SMILES: [BH4-:29].[CH2:1]([c:2]1[cH:3][cH:4][cH:5][cH:6][cH:7]1)[O:8][C:9]([NH:10][C:11]([CH2:12][CH:13]([CH2:14][CH3:15])[NH:16][c:17]1[cH:18][cH:19][c:20]([C:23]([F:24])([F:25])[F:26])[cH:21][cH:22]1)=[O:27])=[O:28].[CH2:47]([Cl:48])[Cl:49].[CH3:50][CH2:51][OH:52].[ClH:32].[Mg:31].[Na+:30].[OH2:46].[OH:33][C:34]([CH2:35][C:36]([C:37](=[O:38])[OH:39])([CH2:40][C:41](=[O:42])[OH:43])[OH:44])=[O:45]>>[CH2:1]([c:2]1[cH:3][cH:4][cH:5][cH:6][cH:7]1)[O:8][C:9]([NH:10][CH:11]1[CH2:12][CH:13]([CH2:14][CH3:15])[NH:16][c:17]2[cH:18][cH:19][c:20]([C:23]([F:24])([F:25])[F:26])[cH:21][c:22]21)=[O:28]. Starting materials: COC(=O)c1cc(C)nn1-c1ncc(Cl)cc1Cl, [Na+], C1CCOC1, [OH-], O. Product: Cc1cc(C(=O)O)n(-c2ncc(Cl)cc2Cl)n1. Reaction SMILES: [Cl:1][c:2]1[c:3](-[n:9]2[n:10][c:11]([CH3:18])[cH:12][c:13]2[C:14](=[O:15])[O:16][CH3:17])[n:4][cH:5][c:6]([Cl:8])[cH:7]1.[Na+:25].[O:19]1[CH2:20][CH2:21][CH2:22][CH2:23]1.[OH-:24].[OH2:26]>>[Cl:1][c:2]1[c:3](-[n:9]2[n:10][c:11]([CH3:18])[cH:12][c:13]2[C:14](=[O:15])[OH:16])[n:4][cH:5][c:6]([Cl:8])[cH:7]1. Starting materials: C(=O)(C(=O)Cl)Cl ((COCl)2), O1C(=CC=2C=NC=CC21)C(=O)O (furo[3,2-c]pyridine-2-carboxylic acid). Solvent: C(Cl)Cl (CH2Cl2). Reaction conditions: time 1 hour. Product: COC(=O)C1=CC=2C=NC=CC2O1 (furo[3,2-c]pyridine-2-carboxylic acid methyl ester). RXN SMILES: [C:1](Cl)(C(Cl)=O)=O.[O:7]1[C:15]2[CH:14]=[CH:13][N:12]=[CH:11][C:10]=2[CH:9]=[C:8]1[C:16]([OH:18])=[O:17]>C(Cl)Cl>[CH3:1][O:17][C:16]([C:8]1[O:7][C:15]2[CH:14]=[CH:13][N:12]=[CH:11][C:10]=2[CH:9]=1)=[O:18]. Reported procedure: (COCl)2 (2.5 mL) was added dropwise to a stirred suspension of furo[3,2-c]pyridine-2-carboxylic acid (1.64 g, 10.1 mmol) in anhydrous CH2Cl2 (40 mL). After effervescence had ceased, the mixture was concentrated. Further CH2Cl2 (20 mL) was added, followed by NEt3 (4 mL) and MeOH (20 mL). After 1 h stirring, the mixture was diluted with EtOAc (50 mL) and washed with H2O, saturated aqueous NaHCO3 and brine. The CH2Cl2 solution was dried (MgSO4), filtered, and concentrated to afford furo[3,2-c]pyrid...